describe an organic reaction: reactants, conditions, products, and yield From a dataset of the Open Reaction Database (ORD), a public repository of structured organic reaction records. Reported procedure: The title compound was prepared according to the procedure of Example 3B substituting the product of Example 30A for the product of Example 3A (0.182 g, 89%). 1H NMR (300 MHz, CDCl3) δ 1.12 (s, 9H), 4.28 (s, 2H), 7.25 (dd, J=6.99, 4.04 Hz, 1H), 8.41 (dd, J=7.91, 2.02 Hz, 1H), 8.69 (dd, J=4.78, 1.84 Hz, 1H). RXN SMILES: [CH2:1]([NH:6][C:7]1[N:17]=[CH:16][CH:15]=[CH:14][C:8]=1[C:9]([O:11][CH2:12]C)=[O:10])[C:2]([CH3:5])([CH3:4])[CH3:3].C(C(CC)CNC1N=CC=CC=1C(OCC)=[O:26])C>>[CH2:1]([N:6]1[C:7]2[N:17]=[CH:16][CH:15]=[CH:14][C:8]=2[C:9](=[O:10])[O:11][C:12]1=[O:26])[C:2]([CH3:5])([CH3:4])[CH3:3]. The reactants are C(C(C)(C)C)NC1=C(C(=O)OCC)C=CC=N1 (ethyl 2-(neopentylamino)nicotinate), C(C)C(CNC1=C(C(=O)OCC)C=CC=N1)CC (ethyl 2-[(2-ethylbutyl)amino]nicotinate). Yields the product C(C(C)(C)C)N1C(OC(C2=C1N=CC=C2)=O)=O (1-neopentyl-2H-pyrido[2,3-d][1,3]oxazine-2,4(1H)-dione). The product is CCCCOP(=O)(Cc1ccc(OCc2ccccc2)cc1)OCCCC. Starting materials: CCCCOP(OCCCC)OCCCC, ClCc1ccc(OCc2ccccc2)cc1. RXN SMILES: [CH2:17]([CH2:18][CH2:19][CH3:20])[O:21][P:22]([O:23][CH2:24][CH2:25][CH2:26][CH3:27])[O:28][CH2:29][CH2:30][CH2:31][CH3:32].[CH2:1]([c:2]1[cH:3][cH:4][cH:5][cH:6][cH:7]1)[O:8][c:9]1[cH:10][cH:11][c:12]([CH2:13][Cl:14])[cH:15][cH:16]1>>[CH2:1]([c:2]1[cH:3][cH:4][cH:5][cH:6][cH:7]1)[O:8][c:9]1[cH:10][cH:11][c:12]([CH2:13][P:22]([O:21][CH2:17][CH2:18][CH2:19][CH3:20])([O:23][CH2:24][CH2:25][CH2:26][CH3:27])=[O:28])[cH:15][cH:16]1.